From a dataset of the Open Reaction Database (ORD), a public repository of structured organic reaction records. describe an organic reaction: reactants, conditions, products, and yield Starting materials: C[Si](C)(C)CC(=O)N (trimethylsilylacetamide), C[Si](C)(C)C(C(=O)N)[Si](C)(C)C (bis(trimethylsilyl)acetamide), NC1[C@@H]2N(C(=C(CS2)O)C(=O)OCC2=CC=C(C=C2)[N+](=O)[O-])C1=O (4-nitrobenzyl 7-amino-3-hydroxy-3-cephem-4-carboxylate), C(=O)NC=1SC=C(N1)C(C(=O)O)=NOCC#C (2-(2-formamidothiazol-4-yl)-2-propargyloxyiminoacetic acid), P(=O)(Cl)(Cl)Cl (phosphoryl chloride). The solvent is C(C)(=O)OCC (ethyl acetate), O (Water), C(C)(=O)OCC (ethyl acetate), C(C)(=O)OCC (ethyl acetate), CN(C=O)C (N,N-dimethylformamide). The product is C(=O)NC=1SC=C(N1)C(C(=O)NC1[C@@H]2N(C(=C(CS2)O)C(=O)OCC2=CC=C(C=C2)[N+](=O)[O-])C1=O)=NOCC#C (4-nitrobenzyl 7-[2-(2-formamidothiazol-4-yl)-2-propargyloxyiminoacetamido]-3-hydroxy-3-cephem-4-carboxylate). Isolated yield 60.6%. RXN SMILES: [CH:1]([NH:3][C:4]1[S:5][CH:6]=[C:7]([C:9](=[N:13][O:14][CH2:15][C:16]#[CH:17])[C:10]([OH:12])=O)[N:8]=1)=[O:2].P(Cl)(Cl)(Cl)=O.C[Si](CC(N)=O)(C)C.C[Si](C([Si](C)(C)C)C(N)=O)(C)C.[NH2:43][CH:44]1[C:65](=[O:66])[N:46]2[C:47]([C:52]([O:54][CH2:55][C:56]3[CH:61]=[CH:60][C:59]([N+:62]([O-:64])=[O:63])=[CH:58][CH:57]=3)=[O:53])=[C:48]([OH:51])[CH2:49][S:50][C@H:45]12>C(OCC)(=O)C.O.CN(C)C=O>[CH:1]([NH:3][C:4]1[S:5][CH:6]=[C:7]([C:9](=[N:13][O:14][CH2:15][C:16]#[CH:17])[C:10]([NH:43][CH:44]2[C:65](=[O:66])[N:46]3[C:47]([C:52]([O:54][CH2:55][C:56]4[CH:57]=[CH:58][C:59]([N+:62]([O-:64])=[O:63])=[CH:60][CH:61]=4)=[O:53])=[C:48]([OH:51])[CH2:49][S:50][C@H:45]23)=[O:12])[N:8]=1)=[O:2]. Procedure: 2-(2-formamidothiazol-4-yl)-2-propargyloxyiminoacetic acid (syn isomer, 0.506 g.), N,N-dimethylformamide (0.161 g.), phosphoryl chloride (0.337 g.) and ethyl acetate (7.9 ml.) were treated in a similar manner to that of Example 15-(1) to give the activated acid solution. On the other hand, trimethylsilylacetamide (1.85 g.) and bis(trimethylsilyl)acetamide (1.60 g.) were added to a suspension of 4-nitrobenzyl 7-amino-3-hydroxy-3-cephem-4-carboxylate (0.703 g.) in ethyl acetate (10 ml.) and stirre... The reactants are NC=1SC(=CN1)OC=1C=C(C=CC1)CO ([3-(2-aminothiazol-5-yl)oxyphenyl]methanol), C(C)(C)(C)[Si](Cl)(C)C (tert-butyldimethylchlorosilane), N1C=NC=C1 (imidazole). The solvent is CN(C)C=O (DMF). Conditions: temperature 60 celsius. The product is [Si](C)(C)(C(C)(C)C)OCC=1C=C(OC2=CN=C(S2)N)C=CC1 (5-[3-[[tert-butyl(dimethyl)silyl]oxymethyl]phenoxy]thiazol-2-amine). The yield is 39.1%. As a reaction SMILES: [NH2:1][C:2]1[S:3][C:4]([O:7][C:8]2[CH:9]=[C:10]([CH2:14][OH:15])[CH:11]=[CH:12][CH:13]=2)=[CH:5][N:6]=1.[C:16]([Si:20]([CH3:23])([CH3:22])Cl)([CH3:19])([CH3:18])[CH3:17].N1C=CN=C1>CN(C=O)C>[Si:20]([O:15][CH2:14][C:10]1[CH:9]=[C:8]([CH:13]=[CH:12][CH:11]=1)[O:7][C:4]1[S:3][C:2]([NH2:1])=[N:6][CH:5]=1)([C:16]([CH3:19])([CH3:18])[CH3:17])([CH3:23])[CH3:22]. Reported procedure: [3-(2-aminothiazol-5-yl)oxyphenyl]methanol (1.70 g, 7.575 mmol), tert-butyldimethylchlorosilane (1.38 g, 9.189 mmol), and imidazole (0.625 g, 9.189 mmol) was taken in 20 mL of dry DMF and heated at 60° C. for overnight. TLC showed consumption of starting material. The reaction mixture was cooled to room temperature and poured into water and extracted with ethyl acetate. The combined organic layer was washed with brine and dried over anhydrous sodium sulfate. The solvent was removed under reduced... Reactants: CCNCC, COc1cc(C=CC(=O)NC2CCC(C)CC2)ccc1OCCCl, CC(=O)CC(C)C. Yields the product CCN(CC)CCOc1ccc(C=CC(=O)NC2CCC(C)CC2)cc1OC. As a reaction SMILES: [CH2:25]([CH3:26])[NH:27][CH2:28][CH3:29].[CH3:1][CH:2]1[CH2:3][CH2:4][CH:5]([NH:8][C:9]([CH:10]=[CH:11][c:12]2[cH:13][c:14]([O:22][CH3:23])[c:15]([O:18][CH2:19][CH2:20][Cl:21])[cH:16][cH:17]2)=[O:24])[CH2:6][CH2:7]1.[CH3:30][C:31]([CH2:32][CH:33]([CH3:34])[CH3:35])=[O:36]>>[CH3:1][CH:2]1[CH2:3][CH2:4][CH:5]([NH:8][C:9]([CH:10]=[CH:11][c:12]2[cH:13][c:14]([O:22][CH3:23])[c:15]([O:18][CH2:19][CH2:20][N:27]([CH2:25][CH3:26])[CH2:28][CH3:29])[cH:16][cH:17]2)=[O:24])[CH2:6][CH2:7]1.